Dataset: the Open Reaction Database (ORD), a public repository of structured organic reaction records. Task: describe an organic reaction: reactants, conditions, products, and yield The reactants are C(#N)CCC=1C=C(C(=O)OCC)C=CC1 (ethyl 3-(2-cyanoethyl)benzoate), Cl.NC1=C(C(=CC(=C1F)F)F)S (2-amino-3,4,6-trifluorothiophenol hydrochloride). Reagents/catalysts: [Cl-].[Zn+2].[Cl-] (zinc chloride). The solvent is ClC1=CC=CC=C1 (chlorobenzene), ClC1=CC=CC=C1 (chlorobenzene), ClC1=CC=CC=C1 (chlorobenzene). Product: FC1=C(C=C(C2=C1N=C(S2)CCC=2C=C(C(=O)OCC)C=CC2)F)F (ethyl 3-[2-(4,5,7-trifluorobenzothiazol-2-yl)ethyl]benzoate). Isolated yield 30.3%. Reaction SMILES: Cl.[NH2:2][C:3]1[C:8]([F:9])=[C:7]([F:10])[CH:6]=[C:5]([F:11])[C:4]=1[SH:12].[C:13]([CH2:15][CH2:16][C:17]1[CH:18]=[C:19]([CH:25]=[CH:26][CH:27]=1)[C:20]([O:22][CH2:23][CH3:24])=[O:21])#N>ClC1C=CC=CC=1.[Cl-].[Zn+2].[Cl-]>[F:9][C:8]1[C:3]2[N:2]=[C:13]([CH2:15][CH2:16][C:17]3[CH:18]=[C:19]([CH:25]=[CH:26][CH:27]=3)[C:20]([O:22][CH2:23][CH3:24])=[O:21])[S:12][C:4]=2[C:5]([F:11])=[CH:6][C:7]=1[F:10] |f:0.1,4.5.6|. Procedure details: To a solution of zinc chloride (26 mg, 0.19 mmol) in chlorobenzene (3 ml) was added a solution of 2-amino-3,4,6-trifluorothiophenol hydrochloride (269 mg, 1.2 mmol) in chlorobenzene (1 ml) and a solution of ethyl 3-(2-cyanoethyl)benzoate (254 mg, 1.2 mmol) in chlorobenzene (1 ml) and the mixture was heated to reflux for 40 hours. The reaction mixture was evaporated followed by addition of methylene chloride. The resulting mixture was washed with water, dried and evaporated to yield a residue, wh... Starting materials: BrC=1C(N(C(=NC1)Cl)C)=O (5-bromo-2-chloro-3-methylpyrimidin-4(3H)-one), FC1=CC=C(C=C1)N (4-fluorobenzenamine), C(=O)(O)[O-].[Na+] (NaHCO3). Solvent: CCCCO (n-BuOH), CCOC(=O)C (EtOAc). Conditions: temperature 60 celsius, time 8 hour. Yields the product BrC=1C(N(C(=NC1)NC1=CC=C(C=C1)F)C)=O (5-bromo-2-(4-fluorophenylamino)-3-methylpyrimidin-4(3H)-one). Yield: 99.0%. As a reaction SMILES: [Br:1][C:2]1[C:3](=[O:10])[N:4]([CH3:9])[C:5](Cl)=[N:6][CH:7]=1.[F:11][C:12]1[CH:17]=[CH:16][C:15]([NH2:18])=[CH:14][CH:13]=1.C([O-])(O)=O.[Na+]>CCCCO.CCOC(C)=O>[Br:1][C:2]1[C:3](=[O:10])[N:4]([CH3:9])[C:5]([NH:18][C:15]2[CH:16]=[CH:17][C:12]([F:11])=[CH:13][CH:14]=2)=[N:6][CH:7]=1 |f:2.3|. Procedure details: A mixture of 5-bromo-2-chloro-3-methylpyrimidin-4(3H)-one (0.100 g, 0.448 mmol; prepared according to the procedure of Example 46, Step B), 4-fluorobenzenamine (0.056 ml, 0.582 mmol) and NaHCO3 (0.150 g, 1.79 mmol) in n-BuOH (3 mL) was stirred at 60° C. overnight. The reaction mixture was cooled to room temperature and then diluted with EtOAc. The EtOAc layer washed with H2O and saturated aqueous NaCl. The aqueous phase was re-extracted with EtOAc. The combined EtOAc layers were dried (Na2SO4), ... Reactants: C(=O)(OC)C1=CC=C(C=O)C=C1 (p-Carbomethoxybenzaldehyde), ClC=1C=C(N)C=C(C1)Cl (3,5-dichloroaniline). Solvent: C(C)O (ethanol). Conditions: time 15 minute. Yields the product C(=O)(OC)C1=CC=C(C=NC2=CC(=CC(=C2)Cl)Cl)C=C1 (N-(p-carbomethoxybenzylidene)-3,5-dichloroaniline). RXN SMILES: [C:1]([C:5]1[CH:12]=[CH:11][C:8]([CH:9]=O)=[CH:7][CH:6]=1)([O:3][CH3:4])=[O:2].[Cl:13][C:14]1[CH:15]=[C:16]([CH:18]=[C:19]([Cl:21])[CH:20]=1)[NH2:17]>C(O)C>[C:1]([C:5]1[CH:12]=[CH:11][C:8]([CH:9]=[N:17][C:16]2[CH:15]=[C:14]([Cl:13])[CH:20]=[C:19]([Cl:21])[CH:18]=2)=[CH:7][CH:6]=1)([O:3][CH3:4])=[O:2]. Reported procedure: p-Carbomethoxybenzaldehyde (0.20 moles) was treated with 3,5-dichloroaniline (0.20 moles) with vigorous stirring in a 1 liter Erlenmeyer Flask. After 15 mins., 33 cc. of 95% ethanol was added and the reaction mixture was stirred vigorously for an additional 5 minutes. The reaction mixture was left standing at room temperature for 10 min.; then it was placed in an ice bath for 0.5 hours. The crystals which formed were collected, washed with 95% ethanol, and air-dried. Recrystallization from 85% e... The solvent is O (water). Product: COCCOC1=C(C=C(C=C1)N)S(=O)(=O)NC1=C(C=C(C(=C1)OCCCCCCCCCCCCCCCC)C)O (2-[2'-(2-Methoxyethoxy)-5'-Aminobenzenesulfonamido]-4-Hexadecyloxy-5-Methylphenol). Reagents/catalysts: [Fe] (iron), [O-2].[O-2].[O-2].[O-2].[Fe+2].[Fe+2].[Fe+2] (tri-iron tetroxide). RXN SMILES: [CH3:1][O:2][CH2:3][CH2:4][O:5][C:6]1[C:11]([N+]([O-])=O)=[CH:10][CH:9]=[CH:8][C:7]=1[S:15]([NH:18][C:19]1[CH:24]=[C:23]([O:25][CH2:26][CH2:27][CH2:28][CH2:29][CH2:30][CH2:31][CH2:32][CH2:33][CH2:34][CH2:35][CH2:36][CH2:37][CH2:38][CH2:39][CH2:40][CH3:41])[C:22]([CH3:42])=[CH:21][C:20]=1[OH:43])(=[O:17])=[O:16].C(O)(C)C.[Cl-].[NH4+:49]>[Fe].[O-2].[O-2].[O-2].[O-2].[Fe+2].[Fe+2].[Fe+2].O>[CH3:1][O:2][CH2:3][CH2:4][O:5][C:6]1[CH:11]=[CH:10][C:9]([NH2:49])=[CH:8][C:7]=1[S:15]([NH:18][C:19]1[CH:24]=[C:23]([O:25][CH2:26][CH2:27][CH2:28][CH2:29][CH2:30][CH2:31][CH2:32][CH2:33][CH2:34][CH2:35][CH2:36][CH2:37][CH2:38][CH2:39][CH2:40][CH3:41])[C:22]([CH3:42])=[CH:21][C:20]=1[OH:43])(=[O:16])=[O:17] |f:2.3,5.6.7.8.9.10.11|. Procedure details: 32 g of 2-[2'-(2-methoxyethoxy)nitrobenzenesulfonamido]-4-hexadecyloxy-5-methylphenol was added to 300 ml of isopropyl alcohol together with 24 g of iron dust, 12 g of tri-iron tetroxide, 0.6 g of ammonium chloride, and 25 ml of water, and refluxed for 1 hour on a steam bath under stirring. After completion of the stirring, the mixture was hot-filtered and, after cooling the mother liquor, crystals thus formed were collected by filtration, washed with 50 ml of isopropyl alcohol, and air-dried. Y... Starting materials: COCCOC1=C(C=CC=C1[N+](=O)[O-])S(=O)(=O)NC1=C(C=C(C(=C1)OCCCCCCCCCCCCCCCC)C)O (2-[2'-(2-methoxyethoxy)nitrobenzenesulfonamido]-4-hexadecyloxy-5-methylphenol), C(C)(C)O (isopropyl alcohol), [Cl-].[NH4+] (ammonium chloride). As a reaction SMILES: [CH2:1]([N:8]([CH2:21][C:22]1[CH:39]=[CH:38][C:25]([O:26][C:27]2[CH:32]=[CH:31][C:30]([CH2:33][CH2:34][C:35](O)=[O:36])=[CH:29][CH:28]=2)=[CH:24][CH:23]=1)[C:9]1[CH:14]=[CH:13][CH:12]=[C:11]([NH:15][S:16]([CH3:19])(=[O:18])=[O:17])[C:10]=1[CH3:20])[C:2]1[CH:7]=[CH:6][CH:5]=[CH:4][CH:3]=1.[NH2:40][CH2:41][CH2:42][CH2:43][N:44]1[CH2:48][CH2:47][CH2:46][C:45]1=[O:49]>>[CH2:1]([N:8]([CH2:21][C:22]1[CH:23]=[CH:24][C:25]([O:26][C:27]2[CH:28]=[CH:29][C:30]([CH2:33][CH2:34][C:35]([NH:40][CH2:41][CH2:42][CH2:43][N:44]3[CH2:48][CH2:47][CH2:46][C:45]3=[O:49])=[O:36])=[CH:31][CH:32]=2)=[CH:38][CH:39]=1)[C:9]1[CH:14]=[CH:13][CH:12]=[C:11]([NH:15][S:16]([CH3:19])(=[O:17])=[O:18])[C:10]=1[CH3:20])[C:2]1[CH:3]=[CH:4][CH:5]=[CH:6][CH:7]=1. The product is C(C1=CC=CC=C1)N(C1=C(C(=CC=C1)NS(=O)(=O)C)C)CC1=CC=C(OC2=CC=C(C=C2)CCC(=O)NCCCN2C(CCC2)=O)C=C1 (3-(4-{4-[(benzyl{2-methyl-3-[(methylsulfonyl)amino]phenyl}amino)methyl]phenoxy}phenyl)-N-[3-(2-oxopyrrolidin-1-yl)propyl]propanamide). Procedure: The product from Example 104A and 1-(3-aminopropyl)-2-pyrrolidinone were processed as described in Example 147 to provide the title compound. 1H NMR (500 MHz, CDCL3) δ7.26 (m, 2 H), 7.19 (m, 6 H), 7.11 (m, 3 H), 6.88 (m, 5 H), 6.79 (m, 1 H), 6.16 (s, 1 H), 4.04 (d, 4 H), 3.38 (t, 2 H), 3.22 (t, 2 H), 3.16 (dd, 2 H), 2.95 (m, 5 H), 2.51 (t, 2 H), 2.42 (t, 2 H), 2.33 (s, 3 H), 2.06 (m, 2 H), 1.62 (m, 2 H); MS (ESI+) m/z 669 (M+H)+. Reactants: C(C1=CC=CC=C1)N(C1=C(C(=CC=C1)NS(=O)(=O)C)C)CC1=CC=C(OC2=CC=C(C=C2)CCC(=O)O)C=C1 (3-(4-{4-[(benzyl{2-methyl-3-[(methylsulfonyl)amino]phenyl}amino)methyl]phenoxy}phenyl)propanoic acid), NCCCN1C(CCC1)=O (1-(3-aminopropyl)-2-pyrrolidinone). Reactants: C(C)(C)(C)OC(=O)N1CC(C1)N1N=CC(=C1)C=1C=NC2=CC=C(C=C2C1)SC1=NN=C2N1N=C(C=C2)C (3-{4-[6-(6-methyl-[1,2,4]triazolo[4,3-b]pyridazin-3-ylsulfanyl)-quinolin-3-yl]-pyrazol-1-yl}-azetidine-1-carboxylic acid tert-butyl ester), C(=O)(C(F)(F)F)O (TFA). The solvent is ClCCl (dichloromethane). Run at time 2 hour. Product: N1CC(C1)N1N=CC(=C1)C=1C=NC2=CC=C(C=C2C1)SC1=NN=C2N1N=C(C=C2)C (3-(1-azetidin-3-yl-1H-pyrazol-4-yl)-6-(6-methyl-[1,2,4]triazolo[4,3-b]pyridazin-3-ylsulfanyl)-quinoline). Reaction SMILES: C(OC([N:8]1[CH2:11][CH:10]([N:12]2[CH:16]=[C:15]([C:17]3[CH:18]=[N:19][C:20]4[C:25]([CH:26]=3)=[CH:24][C:23]([S:27][C:28]3[N:32]5[N:33]=[C:34]([CH3:37])[CH:35]=[CH:36][C:31]5=[N:30][N:29]=3)=[CH:22][CH:21]=4)[CH:14]=[N:13]2)[CH2:9]1)=O)(C)(C)C.C(O)(C(F)(F)F)=O>ClCCl>[NH:8]1[CH2:9][CH:10]([N:12]2[CH:16]=[C:15]([C:17]3[CH:18]=[N:19][C:20]4[C:25]([CH:26]=3)=[CH:24][C:23]([S:27][C:28]3[N:32]5[N:33]=[C:34]([CH3:37])[CH:35]=[CH:36][C:31]5=[N:30][N:29]=3)=[CH:22][CH:21]=4)[CH:14]=[N:13]2)[CH2:11]1. Procedure details: To 3-{4-[6-(6-methyl-[1,2,4]triazolo[4,3-b]pyridazin-3-ylsulfanyl)-quinolin-3-yl]-pyrazol-1-yl}-azetidine-1-carboxylic acid tert-butyl ester (65 mg, 0.126 mmol) was added 6 mL of (1:1) TFA:dichloromethane. The mixture was allowed to sit for 2 hours. The volatiles were removed by rotary evaporation and then methanol (6 mL) and MP-carbonate (500 mg, 3.18 mmol/g) were added. The resin was filtered and the volatiles were removed in vacuo to provide 3-(1-azetidin-3-yl-1H-pyrazol-4-yl)-6-(6-methyl-[1,... The reactants are C=Cc1nc(CCC)n(Cc2ccc(-c3ccccc3-c3nnnn3C(c3ccccc3)(c3ccccc3)c3ccccc3)cc2)c1C=O, C1CCOC1, [Na+], [OH-], O, O=C(O)C(F)(F)F. The product is C=Cc1nc(CCC)n(Cc2ccc(-c3ccccc3-c3nnn[nH]3)cc2)c1C=O. RXN SMILES: [CH2:1]([CH2:2][CH3:3])[c:4]1[n:5]([CH2:13][c:14]2[cH:15][cH:16][c:17](-[c:20]3[c:21](-[c:26]4[n:27][n:28][n:29][n:30]4[C:31]([c:32]4[cH:33][cH:34][cH:35][cH:36][cH:37]4)([c:38]4[cH:39][cH:40][cH:41][cH:42][cH:43]4)[c:44]4[cH:45][cH:46][cH:47][cH:48][cH:49]4)[cH:22][cH:23][cH:24][cH:25]3)[cH:18][cH:19]2)[c:6]([CH:11]=[O:12])[c:7]([CH:9]=[CH2:10])[n:8]1.[CH2:60]1[O:61][CH2:62][CH2:63][CH2:64]1.[Na+:59].[OH-:58].[OH2:57].[OH:50][C:51]([C:52]([F:53])([F:54])[F:55])=[O:56]>>[CH2:1]([CH2:2][CH3:3])[c:4]1[n:5]([CH2:13][c:14]2[cH:15][cH:16][c:17](-[c:20]3[c:21](-[c:26]4[n:27][n:28][n:29][nH:30]4)[cH:22][cH:23][cH:24][cH:25]3)[cH:18][cH:19]2)[c:6]([CH:11]=[O:12])[c:7]([CH:9]=[CH2:10])[n:8]1. Reactants: CCCC[N+](CCCC)(CCCC)CCCC, CCCCC#CC=CC#C[Si](C)(C)C, [F-]. The product is C#CC=CC#CCCCC. RXN SMILES: [CH2:16]([N+:17]([CH2:18][CH2:19][CH2:20][CH3:21])([CH2:22][CH2:23][CH2:24][CH3:25])[CH2:26][CH2:27][CH2:28][CH3:29])[CH2:30][CH2:31][CH3:32].[CH3:1][Si:2]([C:3]#[C:4][CH:5]=[CH:6][C:7]#[C:8][CH2:9][CH2:10][CH2:11][CH3:12])([CH3:13])[CH3:14].[F-:15]>>[CH:3]#[C:4][CH:5]=[CH:6][C:7]#[C:8][CH2:9][CH2:10][CH2:11][CH3:12]. Starting materials: CCCCCCN1CC2C(C1)C2(CCC)c1cccc([N+](=O)[O-])c1, CCO, [Ca+2], [Cl-], [Cl-], [Fe], O. The product is CCCCCCN1CC2C(C1)C2(CCC)c1cccc(N)c1. As a reaction SMILES: [CH2:1]([CH2:2][CH2:3][CH2:4][CH2:5][CH3:6])[N:7]1[CH2:8][CH:9]2[C:10]([CH2:13][CH2:14][CH3:15])([c:16]3[cH:17][c:18]([N+:22]([O-:23])=[O:24])[cH:19][cH:20][cH:21]3)[CH:11]2[CH2:12]1.[CH3:25][CH2:26][OH:27].[Ca+2:30].[Cl-:28].[Cl-:29].[Fe:32].[OH2:31]>>[CH2:1]([CH2:2][CH2:3][CH2:4][CH2:5][CH3:6])[N:7]1[CH2:8][CH:9]2[C:10]([CH2:13][CH2:14][CH3:15])([c:16]3[cH:17][c:18]([NH2:22])[cH:19][cH:20][cH:21]3)[CH:11]2[CH2:12]1.